From a dataset of the Open Reaction Database (ORD), a public repository of structured organic reaction records. describe an organic reaction: reactants, conditions, products, and yield Starting materials: O=CC1=CC(OC)=C(O)C=C1 (vanillin), C1=CC(=CC(=C1)CN)CN (MXDA), amine. Yields the product CCCCCCCCCCN (Amine 10). Reaction SMILES: O=[CH:2][C:3]1C=CC(O)=C(OC)[CH:4]=1.[CH:12]1[CH:17]=[C:16]([CH2:18]N)C=[C:14]([CH2:20][NH2:21])[CH:13]=1>>[CH3:2][CH2:3][CH2:4][CH2:18][CH2:16][CH2:17][CH2:12][CH2:13][CH2:14][CH2:20][NH2:21]. Procedure: according to the general preparation protocol for the reductive alkylation, 30.4 g of vanillin (=4-hydroxy-2-methoxybenzaldehyde) and 13.6 g of MXDA were reacted. There was obtained a clear, orange oil with a viscosity of 62,380 mPa·s at 60° C. and an amine content of 5.0 mmol N/g. Starting materials: BrCC(=O)C1=CC(=C(S1)C1=CC=C(C=C1)F)C1=CC=C(C=C1)S(=O)(=O)C (5-(bromoacetyl)-2-(4-fluorophenyl)-3-[4-(methylsulfonyl)phenyl]thiophene), NC(=S)N (thiourea). Run in C(C)O (ethanol), C(Cl)(Cl)Cl (chloroform). Yields the product NC=1SC=C(N1)C1=CC(=C(S1)C1=CC=C(C=C1)F)C1=CC=C(C=C1)S(=O)(=O)C (5-(2-amino-4-thiazolyl)-2-(4-fluorophenyl)-3-[4-(methylsulfonyl)phenyl]thiophene). The yield is 32.6%. RXN SMILES: Br[CH2:2][C:3]([C:5]1[S:9][C:8]([C:10]2[CH:15]=[CH:14][C:13]([F:16])=[CH:12][CH:11]=2)=[C:7]([C:17]2[CH:22]=[CH:21][C:20]([S:23]([CH3:26])(=[O:25])=[O:24])=[CH:19][CH:18]=2)[CH:6]=1)=O.[NH2:27][C:28]([NH2:30])=[S:29]>C(O)C.C(Cl)(Cl)Cl>[NH2:30][C:28]1[S:29][CH:2]=[C:3]([C:5]2[S:9][C:8]([C:10]3[CH:15]=[CH:14][C:13]([F:16])=[CH:12][CH:11]=3)=[C:7]([C:17]3[CH:22]=[CH:21][C:20]([S:23]([CH3:26])(=[O:25])=[O:24])=[CH:19][CH:18]=3)[CH:6]=2)[N:27]=1. Procedure details: A mixture of 5-(bromoacetyl)-2-(4-fluorophenyl)-3-[4-(methylsulfonyl)phenyl]thiophene (2 g) and thiourea (0.61 g) in ethanol (80 ml) was refluxed for 30 minutes. The mixture was dissolved in chloroform, washed with an aqueous solution of sodium bicarbonate and water, dried, and concentrated. The residue was purified by column chromatography on silica gel eluting with a mixture of chloroform and acetone (10:1) to give pale yellow crystals to 5-(2-amino-4-thiazolyl)-2-(4-fluorophenyl)-3-[4-(methyl... Starting materials: O=C(Cl)c1cccc(Br)c1, C1CCOC1, COC=CC(C)=O, C[Si](C)(C)[N-][Si](C)(C)C, [Cl-], [Li+], [NH4+]. The product is COC=CC(=O)CC(=O)c1cccc(Br)c1. RXN SMILES: [Br:18][c:19]1[cH:20][c:21]([C:22](=[O:23])[Cl:24])[cH:25][cH:26][cH:27]1.[CH2:30]1[O:31][CH2:32][CH2:33][CH2:34]1.[CH3:11][O:12][CH:13]=[CH:14][C:15]([CH3:16])=[O:17].[CH3:1][Si:2]([CH3:3])([CH3:4])[N-:5][Si:6]([CH3:7])([CH3:8])[CH3:9].[Cl-:28].[Li+:10].[NH4+:29]>>[CH3:11][O:12][CH:13]=[CH:14][C:15]([CH2:16][C:22]([c:21]1[cH:20][c:19]([Br:18])[cH:27][cH:26][cH:25]1)=[O:23])=[O:17]. Reactants: NC1=NC(=CC(=N1)Cl)C (2-amino-4-chloro-6-methylpyrimidine), C(#N)C=1C=C(C=CC1)B(O)O (3-cyano-phenyl boronic acid). Yields the product CC1=NC(=NC(=C1)C1=CC(=CC=C1)C#N)N (4-Methyl-6-(3-cyano-phenyl)-pyrimidin-2-ylamine). As a reaction SMILES: [NH2:1][C:2]1[N:7]=[C:6](Cl)[CH:5]=[C:4]([CH3:9])[N:3]=1.[C:10]([C:12]1[CH:13]=[C:14](B(O)O)[CH:15]=[CH:16][CH:17]=1)#[N:11]>>[CH3:9][C:4]1[CH:5]=[C:6]([C:16]2[CH:15]=[CH:14][CH:13]=[C:12]([C:10]#[N:11])[CH:17]=2)[N:7]=[C:2]([NH2:1])[N:3]=1. Procedure: The title compound is synthesized according to general procedure GP4 starting from 2.0 g (14 mmol) 2-amino-4-chloro-6-methylpyrimidine and 2.7 g (18 mmol) 3-cyano-phenyl boronic acid. Yield after extraction and crystallization from diethylether: 3.2 g (100%). The reactants are C(C)(C)(C)OC(=O)N1CCC(CC1)N1C(N(C2=C1C=CC=C2)CCC)=O (1-t-butoxycarbonyl-4-(3-propyl-2-oxo-1-benzimidazolinyl)piperidine), FC(C(=O)O)(F)F (trifluoroacetic acid). Run in C(Cl)(Cl)Cl (chloroform). Conditions: time 20 hour. The product is C(CC)N1C(N(C2=C1C=CC=C2)C2CCNCC2)=O (4-(3-propyl-2-oxo-1-benzimidazolinyl)piperidine). RXN SMILES: C(OC([N:8]1[CH2:13][CH2:12][CH:11]([N:14]2[C:18]3[CH:19]=[CH:20][CH:21]=[CH:22][C:17]=3[N:16]([CH2:23][CH2:24][CH3:25])[C:15]2=[O:26])[CH2:10][CH2:9]1)=O)(C)(C)C.FC(F)(F)C(O)=O>C(Cl)(Cl)Cl>[CH2:23]([N:16]1[C:17]2[CH:22]=[CH:21][CH:20]=[CH:19][C:18]=2[N:14]([CH:11]2[CH2:12][CH2:13][NH:8][CH2:9][CH2:10]2)[C:15]1=[O:26])[CH2:24][CH3:25]. Reported procedure: A solution of 1-t-butoxycarbonyl-4-(3-propyl-2-oxo-1-benzimidazolinyl)piperidine (540 mg, 1.5 mmol) in chloroform (7 mL) containing trifluoroacetic acid (1 mL) was allowed to stir at ambient temperature for 15-25 hours. The solvent was removed on a rotary evaporator, the residue dissolved in chloroform and washed with aq. Na2CO3. The dried (Na2SO4) chloroform extract was evaporated to give 4-(3-propyl-2-oxo-1-benzimidazolinyl)piperidine as an oil which was used as is. The reactants are O.O.[Sn](Cl)Cl (tin(II) chloride dihydrate), OC1=NC=C(C2=C(C=CC=C12)[N+](=O)[O-])Br (1-hydroxy-4-bromo-5-nitroisoquinoline). The product is OC1=NC=C(C2=C(C=CC=C12)N)Br (1-hydroxy-4-bromo-5-aminoisoquinoline). Reaction SMILES: O.O.[Sn](Cl)Cl.[OH:6][C:7]1[C:16]2[C:11](=[C:12]([N+:17]([O-])=O)[CH:13]=[CH:14][CH:15]=2)[C:10]([Br:20])=[CH:9][N:8]=1>>[OH:6][C:7]1[C:16]2[C:11](=[C:12]([NH2:17])[CH:13]=[CH:14][CH:15]=2)[C:10]([Br:20])=[CH:9][N:8]=1 |f:0.1.2|. Procedure details: According to the method of Example 114, Step A, a reduction reaction with tin(II) chloride dihydrate was performed by using Intermediate 137 to obtain the title compound. Reactants: COC1=CC=C(CN2N=C(C=3C2=NC=CC3Cl)C)C=C1 (1-(4-Methoxybenzyl)-4-chloro-3-methyl-1H-pyrazolo[3,4-b]pyridine), solution, CC(C)([O-])C.[K+] (potassium t-butoxide), FC=1C=C(C=CC1O)N1C(NC2=CC=CC=C2C1)=O (3-(3-fluoro-4-hydroxyphenyl)-3,4-dihydroquinazolin-2(1H)-one), C([O-])([O-])=O.[K+].[K+] (potassium carbonate), C1CCOC1 (THF). Solvent: CN(C)C=O (DMF). Conditions: temperature 110 celsius, time 4 hour. Yields the product FC=1C=C(C=CC1OC1=C2C(=NC=C1)N(N=C2C)CC2=CC=C(C=C2)OC)N2C(NC1=CC=CC=C1C2)=O (3-(3-fluoro-4-(1-(4-methoxybenzyl)-3-methyl-1H-pyrazolo[3,4-b]pyridin-4-yloxy)phenyl)-3,4-dihydroquinazolin-2(1H)-one). Isolated yield 79.0%. As a reaction SMILES: [F:1][C:2]1[CH:3]=[C:4]([N:9]2[CH2:18][C:17]3[C:12](=[CH:13][CH:14]=[CH:15][CH:16]=3)[NH:11][C:10]2=[O:19])[CH:5]=[CH:6][C:7]=1[OH:8].[CH3:20][O:21][C:22]1[CH:39]=[CH:38][C:25]([CH2:26][N:27]2[C:31]3=[N:32][CH:33]=[CH:34][C:35](Cl)=[C:30]3[C:29]([CH3:37])=[N:28]2)=[CH:24][CH:23]=1.C(=O)([O-])[O-].[K+].[K+].CC(C)([O-])C.[K+].C1COCC1>CN(C=O)C>[F:1][C:2]1[CH:3]=[C:4]([N:9]2[CH2:18][C:17]3[C:12](=[CH:13][CH:14]=[CH:15][CH:16]=3)[NH:11][C:10]2=[O:19])[CH:5]=[CH:6][C:7]=1[O:8][C:35]1[CH:34]=[CH:33][N:32]=[C:31]2[N:27]([CH2:26][C:25]3[CH:24]=[CH:23][C:22]([O:21][CH3:20])=[CH:39][CH:38]=3)[N:28]=[C:29]([CH3:37])[C:30]=12 |f:2.3.4,5.6|. Reported procedure: To a round bottom flask were added 3-(3-fluoro-4-hydroxyphenyl)-3,4-dihydroquinazolin-2(1H)-one (19 mg, 0.074 mmol) and DMF (0.7 mL). 1-(4-Methoxybenzyl)-4-chloro-3-methyl-1H-pyrazolo[3,4-b]pyridine (25.4 mg, 0.088 mmol), prepared according to the procedure of Example 43, Step E, was added followed by potassium carbonate (12.2 mg, 0.088 mmol) and a 1 M solution of potassium t-butoxide in THF (0.088 mL, 0.088 mmol). The mixture was stirred at 110° C. for 4 hours under nitrogen. The reaction was c... Starting materials: C(=O)([O-])[O-].[Cs+].[Cs+] (Cs2CO3), C(C1=CC=CC=C1)Br (benzyl bromide), ClC1=CC=C2C(=N1)C=C(N2)C=2OC=CN2 (5-chloro-2-(1,3-oxazol-2-yl)-1H-pyrrolo[3,2-b]pyridine). Run in CN(C)C=O (DMF). The product is C(C1=CC=CC=C1)N1C(=CC2=NC(=CC=C21)Cl)C=2OC=CN2 (1-benzyl-5-chloro-2-(1,3-oxazol-2-yl)-1H-pyrrolo[3,2-b]pyridine). RXN SMILES: [Cl:1][C:2]1[N:7]=[C:6]2[CH:8]=[C:9]([C:11]3[O:12][CH:13]=[CH:14][N:15]=3)[NH:10][C:5]2=[CH:4][CH:3]=1.C([O-])([O-])=O.[Cs+].[Cs+].[CH2:22](Br)[C:23]1[CH:28]=[CH:27][CH:26]=[CH:25][CH:24]=1>CN(C=O)C>[CH2:22]([N:10]1[C:5]2[C:6](=[N:7][C:2]([Cl:1])=[CH:3][CH:4]=2)[CH:8]=[C:9]1[C:11]1[O:12][CH:13]=[CH:14][N:15]=1)[C:23]1[CH:28]=[CH:27][CH:26]=[CH:25][CH:24]=1 |f:1.2.3|. Procedure details: To a well stirred mixture of 5-chloro-2-(1,3-oxazol-2-yl)-1H-pyrrolo[3,2-b]pyridine (0.39 g, 1.8 mmol, from Step 2) in DMF (8 mL) was added Cs2CO3 (1.7 g, 5.3 mmol) and benzyl bromide (0.21 mL, 1.8 mmol, Aldrich). After stirring overnight, the reaction mixture was partitioned between water and ethyl acetate. The aqueous layer was extracted with an additional two portions of EtOAc. The combined organic extracts were dried over sodium sulfate, filtered and concentrated. The resulting light yellow ... Starting materials: CC=1NC=C(C1C(C)=O)C (2,4-Dimethyl-3-acetyl-pyrrole), I (hydriodic acid), C=O (paraformaldehyde), C(C)(=O)O (acetic acid). The product is CC=1NC(=C(C1C)C)C(=O)OCC (2,3,4-trimethyl-5-carbethoxy-pyrrole). Reaction SMILES: [CH3:1][C:2]1[NH:3][CH:4]=[C:5]([CH3:10])[C:6]=1[C:7](=O)C.I.[CH2:12]=[O:13].[C:14](O)(=[O:16])[CH3:15]>>[CH3:1][C:2]1[NH:3][C:4]([C:12]([O:16][CH2:14][CH3:15])=[O:13])=[C:5]([CH3:10])[C:6]=1[CH3:7]. Procedure: 2,4-Dimethyl-3-acetyl-pyrrole (0.68 g), acetic acid (15 ml), aq. hydriodic acid (15 ml) and paraformaldehyde (0.6 g) were stirred for three hours under nitrogen at room temperature. The crude product was isolated as in Example 4 (2,3,4-trimethyl-5-carbethoxy-pyrrole) then crystallized from benzene to yield 0.55 g (73%) of colourless elongated prisms, m.p. 204°-207° C. (lit. 207° H. Fischer and W. Zerweck, Berichte 56, 523 (1923)). Anal. Calc. for C9H13NO: C, 71.49; H, 8.67; N, 9.26. Found: C, 71... Yields the product C1(CCCC1)C1CN(C2=CC=CC=C12)S(=O)(=O)C1=CC=C(C(=O)NCC2=CC=C(C=C2)F)C=C1 (4-(3-Cyclopentyl-2,3-dihydro-indole-1-sulfonyl)-N-(4-fluoro-benzyl)-benzamide). Procedure details: Add 4-(3-cyclopentyl-indole-1-sulfonyl)-N-(4-fluoro-benzyl)-benzamide (0.152 g, 0.319 mmol) portionwise to a stirring mixture of NaCNBH3 (0.096 g, 1.52 mmol) in TFA at 0 to 5° C. under N2. Stir the mixture for 15 minutes at 0-5° C., allow to warm to ambient temperature and add an additional 0.096 g NaCNBH3. Stir the resulting yellow solution for 2 h at ambient temperature, dilute with H2O (13.0 mL) and stir overnight. Pour the reaction mixture is into EtOAc (100 mL). Separate the EtOAc, extract ... Starting materials: C1(CCCC1)C1=CN(C2=CC=CC=C12)S(=O)(=O)C1=CC=C(C(=O)NCC2=CC=C(C=C2)F)C=C1 (4-(3-cyclopentyl-indole-1-sulfonyl)-N-(4-fluoro-benzyl)-benzamide), [BH3-]C#N.[Na+] (NaCNBH3), CCOC(=O)C (EtOAc), [BH3-]C#N.[Na+] (NaCNBH3). Reaction SMILES: [CH:1]1([C:6]2[C:14]3[C:9](=[CH:10][CH:11]=[CH:12][CH:13]=3)[N:8]([S:15]([C:18]3[CH:34]=[CH:33][C:21]([C:22]([NH:24][CH2:25][C:26]4[CH:31]=[CH:30][C:29]([F:32])=[CH:28][CH:27]=4)=[O:23])=[CH:20][CH:19]=3)(=[O:17])=[O:16])[CH:7]=2)[CH2:5][CH2:4][CH2:3][CH2:2]1.[BH3-]C#N.[Na+].CCOC(C)=O>C(O)(C(F)(F)F)=O.O>[CH:1]1([CH:6]2[C:14]3[C:9](=[CH:10][CH:11]=[CH:12][CH:13]=3)[N:8]([S:15]([C:18]3[CH:19]=[CH:20][C:21]([C:22]([NH:24][CH2:25][C:26]4[CH:31]=[CH:30][C:29]([F:32])=[CH:28][CH:27]=4)=[O:23])=[CH:33][CH:34]=3)(=[O:16])=[O:17])[CH2:7]2)[CH2:5][CH2:4][CH2:3][CH2:2]1 |f:1.2|. Run in C(=O)(C(F)(F)F)O (TFA), O (H2O). Isolated yield 39.3%. Reaction conditions: temperature 2.5 celsius, time 15 minute.